Dataset: the Open Reaction Database (ORD), a public repository of structured organic reaction records. Task: describe an organic reaction: reactants, conditions, products, and yield The reactants are COc1cc(C2=NNC(=O)Cc3cc4c(cc32)OCO4)ccc1[N+](=O)[O-], CCO, CC(C)=O, O. Product: COc1cc(C2=NNC(=O)Cc3cc4c(cc32)OCO4)ccc1N. As a reaction SMILES: [CH2:1]1[O:2][c:3]2[c:4]([cH:5][c:6]3[c:7]([cH:25]2)[CH2:8][C:9](=[O:24])[NH:10][N:11]=[C:12]3[c:13]2[cH:14][c:15]([O:22][CH3:23])[c:16]([N+:19]([O-:20])=[O:21])[cH:17][cH:18]2)[O:26]1.[CH3:27][CH2:28][OH:29].[CH3:31][C:32](=[O:33])[CH3:34].[OH2:30]>>[CH2:1]1[O:2][c:3]2[c:4]([cH:5][c:6]3[c:7]([cH:25]2)[CH2:8][C:9](=[O:24])[NH:10][N:11]=[C:12]3[c:13]2[cH:14][c:15]([O:22][CH3:23])[c:16]([NH2:19])[cH:17][cH:18]2)[O:26]1. The reactants are C([O-])(O)=O.[Na+] (sodium bicarbonate), CS(=O)(=O)Cl (methanesulfonyl chloride), N1CCCCC1 (piperidine), CC1(C(C2=CC=CC(=C2C1)OC)O)C (2,2-Dimethyl-1-hydroxy-4-methoxyindan). The solvent is C(Cl)Cl (methylene chloride), C(C)N(CC)CC (Triethylamine). Run at temperature 0 celsius, time 3 hour. The product is CC1(C(C2=CC=CC(=C2C1)OC)N1CCCCC1)C (2,2-Dimethyl-1-(1-piperidinyl)-4-methoxyindan). Reaction SMILES: [CH3:1][C:2]1([CH3:14])[CH2:10][C:9]2[C:4](=[CH:5][CH:6]=[CH:7][C:8]=2[O:11][CH3:12])[CH:3]1O.CS(Cl)(=O)=O.[NH:20]1[CH2:25][CH2:24][CH2:23][CH2:22][CH2:21]1.C(=O)(O)[O-].[Na+]>C(Cl)Cl.C(N(CC)CC)C>[CH3:1][C:2]1([CH3:14])[CH2:10][C:9]2[C:4](=[CH:5][CH:6]=[CH:7][C:8]=2[O:11][CH3:12])[CH:3]1[N:20]1[CH2:25][CH2:24][CH2:23][CH2:22][CH2:21]1 |f:3.4|. Procedure: Triethylamine (10 ml) is added to a stirred solution of the 1-hydroxy indane of Step 2. above (8.4 g) in methylene chloride (190 ml) at RT under nitrogen; the mixture is cooled to 0° C. and methanesulfonyl chloride (4 ml) is added. The mixture is stirred for three hours at RT, cooled to 0° C., piperidine (128 ml) added and stirred at RT overnight. Sat'd aq. sodium bicarbonate is added to the mixture and the organic phase separated, washed with aq. sodium bicarbonate, sat'd NaCl, dried, filtered ... Conditions: time 55 minute. Starting materials: C(C1=CC=CC=C1)C1=NC2C(N(C2S1)C(C(=O)OCC1=CC=CC=C1)=C(C)O)=O (benzyl α-[3-benzyl-7-oxo-4-thia-2,6-diazabicyclo[3,2,0]hept-2-en-6-yl]-α-(1-hydroxyethylidene)acetate), CS(=O)(=O)Cl (methanesulfonyl chloride). Product: C(C1=CC=CC=C1)C1=NC2C(N(C2S1)C(C(=O)OCC1=CC=CC=C1)=C(C)OS(=O)(=O)C)=O (benzyl α-[3-benzyl-7-oxo-4-thia-2,6-diazabicyclo[3,2,0]hept-2-en-6-yl]-α-(1-methanesulfonyloxyethylidene)acetate). Solvent: O1CCCC1 (tetrahydrofuran), C(C)N(CC)CC (triethylamine). RXN SMILES: [CH2:1]([C:8]1[S:14][CH:13]2[CH:10]([C:11](=[O:29])[N:12]2[C:15](=[C:26]([OH:28])[CH3:27])[C:16]([O:18][CH2:19][C:20]2[CH:25]=[CH:24][CH:23]=[CH:22][CH:21]=2)=[O:17])[N:9]=1)[C:2]1[CH:7]=[CH:6][CH:5]=[CH:4][CH:3]=1.[CH3:30][S:31](Cl)(=[O:33])=[O:32]>O1CCCC1.C(N(CC)CC)C>[CH2:1]([C:8]1[S:14][CH:13]2[CH:10]([C:11](=[O:29])[N:12]2[C:15](=[C:26]([O:28][S:31]([CH3:30])(=[O:33])=[O:32])[CH3:27])[C:16]([O:18][CH2:19][C:20]2[CH:25]=[CH:24][CH:23]=[CH:22][CH:21]=2)=[O:17])[N:9]=1)[C:2]1[CH:7]=[CH:6][CH:5]=[CH:4][CH:3]=1. Procedure details: One adds to a solution of benzyl α-[3-benzyl-7-oxo-4-thia-2,6-diazabicyclo[3,2,0]hept-2-en-6-yl]-α-(1-hydroxyethylidene)acetate (1.424 g) in tetrahydrofuran (15 ml), triethylamine (0.96 ml), and methanesulfonyl chloride (0.28 ml) at -30° to -20° C., stirs for 55 minutes to give benzyl α-[3-benzyl-7-oxo-4-thia-2,6-diazabicyclo[3,2,0]hept-2-en-6-yl]-α-(1-methanesulfonyloxyethylidene)acetate, adds morpholine (0.40 ml) and stirs for 5 hours at -10° C. to -3° C. to give benzyl α-[3-benzyl-7-oxo-4-thi...